From a dataset of the Open Reaction Database (ORD), a public repository of structured organic reaction records. describe an organic reaction: reactants, conditions, products, and yield The reactants are C(C)(=O)O (Acetic acid), C(C)(=O)S[C@H]1C[C@H](N(C1)C(=O)OCC1=CC=C(C=C1)[N+](=O)[O-])CN1C(N(CC1)C)=O ((2S,4S)-4-acetylthio-2-(3-methyl-2-oxoimidazolidin-1-yl)methyl-1-(4-nitrobenzyloxycarbonyl)-pyrrolidine), C[O-].[Na+] (sodium methoxide). The solvent is C(C)(=O)OCC (ethyl acetate), O1CCCC1 (tetrahydrofuran), CO (methanol), CO (methanol). The product is S[C@H]1C[C@H](N(C1)C(=O)OCC1=CC=C(C=C1)[N+](=O)[O-])CN1C(N(CC1)C)=O ((2S,4S)-4-mercapto-2-(3-methyl-2-oxoimidazolidin-1-yl)methyl-1-(4-nitrobenzyloxycarbonyl)pyrrolidine). Isolated yield 79.1%. Reaction SMILES: C([S:4][C@@H:5]1[CH2:9][N:8]([C:10]([O:12][CH2:13][C:14]2[CH:19]=[CH:18][C:17]([N+:20]([O-:22])=[O:21])=[CH:16][CH:15]=2)=[O:11])[C@H:7]([CH2:23][N:24]2[CH2:28][CH2:27][N:26]([CH3:29])[C:25]2=[O:30])[CH2:6]1)(=O)C.C[O-].[Na+].C(O)(=O)C>CO.C(OCC)(=O)C.O1CCCC1>[SH:4][C@@H:5]1[CH2:9][N:8]([C:10]([O:12][CH2:13][C:14]2[CH:19]=[CH:18][C:17]([N+:20]([O-:22])=[O:21])=[CH:16][CH:15]=2)=[O:11])[C@H:7]([CH2:23][N:24]2[CH2:28][CH2:27][N:26]([CH3:29])[C:25]2=[O:30])[CH2:6]1 |f:1.2|. Procedure: To a solution of (2S,4S)-4-acetylthio-2-(3-methyl-2-oxoimidazolidin-1-yl)methyl-1-(4-nitrobenzyloxycarbonyl)-pyrrolidine (1.72 g) in methanol (40 ml) was added 28% sodium methoxide in methanol solution (0.83 ml) and the mixture was stirred under ice-cooling for 30 minutes. Acetic acid (0.25 ml) was added to the reaction mixture at the same temperature. The mixture was evaporated in vacuo to give a residue. The residue was dissolved in a mixture of ethyl acetate (80 ml) and tetrahydrofuran (30 ml... The reactants are CCOC(=O)c1c(Nc2ccc(I)cc2F)c2cnccc2n1C, [Na+], [OH-]. Product: Cn1c(C(=O)O)c(Nc2ccc(I)cc2F)c2cnccc21. As a reaction SMILES: [CH2:1]([CH3:2])[O:3][C:4](=[O:5])[c:6]1[c:7]([NH:16][c:17]2[c:18]([F:24])[cH:19][c:20]([I:23])[cH:21][cH:22]2)[c:8]2[cH:9][n:10][cH:11][cH:12][c:13]2[n:14]1[CH3:15].[Na+:26].[OH-:25]>>[O:3]=[C:4]([OH:5])[c:6]1[c:7]([NH:16][c:17]2[c:18]([F:24])[cH:19][c:20]([I:23])[cH:21][cH:22]2)[c:8]2[cH:9][n:10][cH:11][cH:12][c:13]2[n:14]1[CH3:15]. The reactants are CC(C(=O)OC)(COC1=CC=CC=C1)C (Methyl 2,2-dimethyl-3-phenoxypropionate), ClS(=O)(=O)O (chlorosulfonic acid), ClCCl (dichloromethane). Run in CO (methanol). Conditions: temperature -5 celsius, time 90 minute. Yields the product ClS(=O)(=O)C1=CC=C(OCC(C(=O)OC)(C)C)C=C1 (Methyl 3-(4-chlorosulfonylphenoxy)-2,2-dimethylpropanoate). The yield is 36.0%. As a reaction SMILES: [CH3:1][C:2]([CH3:15])([CH2:7][O:8][C:9]1[CH:14]=[CH:13][CH:12]=[CH:11][CH:10]=1)[C:3]([O:5][CH3:6])=[O:4].[Cl:16][S:17](O)(=[O:19])=[O:18].ClCCl>CO>[Cl:16][S:17]([C:12]1[CH:11]=[CH:10][C:9]([O:8][CH2:7][C:2]([CH3:15])([CH3:1])[C:3]([O:5][CH3:6])=[O:4])=[CH:14][CH:13]=1)(=[O:19])=[O:18]. Reported procedure: Methyl 2,2-dimethyl-3-phenoxypropionate (Intermediate A36, 36 g, 0.17 mol) was added dropwise over 60 min to rapidly stirred chlorosulfonic acid that was maintained at −5° C. The mixture was warmed to room temperature, stirred for an additional 90 min, and poured into a cooled, rapidly stirring mixture of dichloromethane (250 mL) and methanol (30 mL). The mixture was stirred for 30 min while being cooled and then for 60 min at room temperature. It was then washed with several portions of ice-wat... Starting materials: C1(CCCC1)N1C=CC=2C(NC=CC21)=O (1-cyclopentyl-1,5-dihydro-4H-pyrrolo[3,2-c]pyridin-4-one), C[Si](N=C(C)O[Si](C)(C)C)(C)C (trimethylsilyl N-(trimethylsilyl)ethanimidate), O (water), C1CC(=O)N(C1=O)Br (NBS). Solvent: CN(C)C=O (DMF). Run at temperature 40 celsius, time 3 hour. Product: BrC1=CN(C2=C1C(NC=C2)=O)C2CCCC2 (3-bromo-1-cyclopentyl-1,5-dihydro-4H-pyrrolo[3,2-c]pyridin-4-one). Yield: 69.4%. Reaction SMILES: [CH:1]1([N:6]2[C:14]3[CH:13]=[CH:12][NH:11][C:10](=[O:15])[C:9]=3[CH:8]=[CH:7]2)[CH2:5][CH2:4][CH2:3][CH2:2]1.C[Si](C)(C)N=C(O[Si](C)(C)C)C.C1C(=O)N([Br:35])C(=O)C1.O>CN(C=O)C>[Br:35][C:8]1[C:9]2[C:10](=[O:15])[NH:11][CH:12]=[CH:13][C:14]=2[N:6]([CH:1]2[CH2:2][CH2:3][CH2:4][CH2:5]2)[CH:7]=1. Procedure: To a solution of 1-cyclopentyl-1,5-dihydro-4H-pyrrolo[3,2-c]pyridin-4-one (3.40 g) in DMF (42.0 mL) was added trimethylsilyl N-(trimethylsilyl)ethanimidate (7.52 g) at room temperature, and the mixture was stirred at 40° C. for 3 hr. The reaction mixture was allowed to be cooled to room temperature, and NBS (3.59 g) was added thereto at room temperature. The reaction mixture was stirred overnight at room temperature, water was added thereto, and the mixture was stirred at room temperature for 2 ... Starting materials: Cl.C(C)N=C=NCCCN(C)C (1-ethyl-3-(3-dimethylaminopropyl)carbodiimide hydrochloride), C(C)(C)(C)OC(=O)N1CCC(CC1)CCC(=O)N1C[C@@H](CCC1)C(=O)N[C@@H](CC(=O)O)C#C (N-[(R)-1-{3-(1-tert-butoxycarbonyl-4-piperidyl)propionyl}-3-piperidylcarbonyl]-3(S)ethynyl-β-alanine), FC(C1=CC=C(CO)C=C1)(F)F (4-(trifluoromethyl)benzyl alcohol), N,N-dimethylaminopyridine. Run in ClCCl (dichloromethane). Run at temperature 0 celsius. The product is FC(C1=CC=C(COC(C[C@H](NC(=O)[C@H]2CN(CCC2)C(CCC2CCN(CC2)C(=O)OC(C)(C)C)=O)C#C)=O)C=C1)(F)F (N-[(R)-1-{3-(1-tert-butoxycarbonyl-4-piperidyl)propionyl}-3-piperidylcarbonyl]-3(S)-ethynyl-β-alanine 4-trifluoromethylbenzyl ester). RXN SMILES: [C:1]([O:5][C:6]([N:8]1[CH2:13][CH2:12][CH:11]([CH2:14][CH2:15][C:16]([N:18]2[CH2:23][CH2:22][CH2:21][C@@H:20]([C:24]([NH:26][C@H:27]([C:32]#[CH:33])[CH2:28][C:29]([OH:31])=[O:30])=[O:25])[CH2:19]2)=[O:17])[CH2:10][CH2:9]1)=[O:7])([CH3:4])([CH3:3])[CH3:2].[F:34][C:35]([F:45])([F:44])[C:36]1[CH:43]=[CH:42][C:39]([CH2:40]O)=[CH:38][CH:37]=1.Cl.C(N=C=NCCCN(C)C)C>ClCCl>[F:34][C:35]([F:44])([F:45])[C:36]1[CH:43]=[CH:42][C:39]([CH2:40][O:30][C:29](=[O:31])[CH2:28][C@@H:27]([C:32]#[CH:33])[NH:26][C:24]([C@@H:20]2[CH2:21][CH2:22][CH2:23][N:18]([C:16](=[O:17])[CH2:15][CH2:14][CH:11]3[CH2:10][CH2:9][N:8]([C:6]([O:5][C:1]([CH3:4])([CH3:3])[CH3:2])=[O:7])[CH2:13][CH2:12]3)[CH2:19]2)=[O:25])=[CH:38][CH:37]=1 |f:2.3|. Reported procedure: To a mixture of N-[(R)-1-{3-(1-tert-butoxycarbonyl-4-piperidyl)propionyl}-3-piperidylcarbonyl]-3(S)ethynyl-β-alanine (0.63 g), 4-(trifluoromethyl)benzyl alcohol (0.23 ml) and N,N-dimethylaminopyridine (18 mg) in dichloromethane (7 ml) was added 1-ethyl-3-(3-dimethylaminopropyl)carbodiimide hydrochloride (0.32 g) under stirring at 0° C. After stirring at ambient temperature for overnight, the solution was evaporated in vacuo. The residue was poured into water and extracted with ethyl acetate. The... Starting materials: N([C@@H](CC(C)C)C(=O)O)C(=O)OCC1C2=CC=CC=C2C2=CC=CC=C12.CC(C)(C1=CC=C(C=C1)N=[N+]=[N-])NCC(COC2=CC=CC3=C2C4=CC=CC=C4N3)O.CC1=C2[C@H](C(=O)[C@@]3([C@H](C[C@@H]4[C@]([C@H]3[C@@H]([C@@](C2(C)C)(C[C@@H]1OC(=O)[C@@H]([C@H](C=5C=CC=CC5)NC(=O)C=6C=CC=CC6)O)O)OC(=O)C=7C=CC=CC7)(CO4)OC(=O)C)O)C)OC(=O)C (Fmoc-Leu PABC Paclitaxel), N12CCCCCC2=NCCC1 (1,8-Diazabicyclo[5.4.0]undec-7-en). The solvent is O1CCCC1 (Tetrahydrofuran). The product is N[C@@H](CC(C)C)C(=O)O.CC(C)(C1=CC=C(C=C1)N=[N+]=[N-])NCC(COC2=CC=CC3=C2C4=CC=CC=C4N3)O.CC1=C2[C@H](C(=O)[C@@]3([C@H](C[C@@H]4[C@]([C@H]3[C@@H]([C@@](C2(C)C)(C[C@@H]1OC(=O)[C@@H]([C@H](C=5C=CC=CC5)NC(=O)C=6C=CC=CC6)O)O)OC(=O)C=7C=CC=CC7)(CO4)OC(=O)C)O)C)OC(=O)C (H-Leu PABC Paclitaxel). Isolated yield 67.5%. Reaction SMILES: [NH:1](C(OCC1C2C(=CC=CC=2)C2C1=CC=CC=2)=O)[C@H:2]([C:7]([OH:9])=[O:8])[CH2:3][CH:4]([CH3:6])[CH3:5].[CH3:27][C:28]([NH:39][CH2:40][CH:41]([OH:57])[CH2:42][O:43][C:44]1[C:49]2[C:50]3[C:55]([NH:56][C:48]=2[CH:47]=[CH:46][CH:45]=1)=[CH:54][CH:53]=[CH:52][CH:51]=3)([C:30]1[CH:35]=[CH:34][C:33]([N:36]=[N+:37]=[N-:38])=[CH:32][CH:31]=1)[CH3:29].[CH3:58][C:59]1[C@@H:76]([O:77][C:78]([C@H:80]([OH:97])[C@@H:81]([NH:88][C:89]([C:91]2[CH:92]=[CH:93][CH:94]=[CH:95][CH:96]=2)=[O:90])[C:82]2[CH:83]=[CH:84][CH:85]=[CH:86][CH:87]=2)=[O:79])[CH2:75][C@:71]2([OH:98])[C:72]([CH3:74])([CH3:73])[C:60]=1[C@@H:61]([O:116][C:117]([CH3:119])=[O:118])[C:62]([C@@:64]1([CH3:115])[C@H:69]([C@@H:70]2[O:99][C:100]([C:102]2[CH:103]=[CH:104][CH:105]=[CH:106][CH:107]=2)=[O:101])[C@:68]2([O:110][C:111]([CH3:113])=[O:112])[CH2:108][O:109][C@@H:67]2[CH2:66][C@@H:65]1[OH:114])=[O:63].N12CCCN=C1CCCCC2>O1CCCC1>[NH2:1][C@H:2]([C:7]([OH:9])=[O:8])[CH2:3][CH:4]([CH3:6])[CH3:5].[CH3:29][C:28]([NH:39][CH2:40][CH:41]([OH:57])[CH2:42][O:43][C:44]1[C:49]2[C:50]3[C:55]([NH:56][C:48]=2[CH:47]=[CH:46][CH:45]=1)=[CH:54][CH:53]=[CH:52][CH:51]=3)([C:30]1[CH:35]=[CH:34][C:33]([N:36]=[N+:37]=[N-:38])=[CH:32][CH:31]=1)[CH3:27].[CH3:58][C:59]1[C@@H:76]([O:77][C:78]([C@H:80]([OH:97])[C@@H:81]([NH:88][C:89]([C:91]2[CH:96]=[CH:95][CH:94]=[CH:93][CH:92]=2)=[O:90])[C:82]2[CH:83]=[CH:84][CH:85]=[CH:86][CH:87]=2)=[O:79])[CH2:75][C@:71]2([OH:98])[C:72]([CH3:73])([CH3:74])[C:60]=1[C@@H:61]([O:116][C:117]([CH3:119])=[O:118])[C:62]([C@@:64]1([CH3:115])[C@H:69]([C@@H:70]2[O:99][C:100]([C:102]2[CH:107]=[CH:106][CH:105]=[CH:104][CH:103]=2)=[O:101])[C@:68]2([O:110][C:111]([CH3:113])=[O:112])[CH2:108][O:109][C@@H:67]2[CH2:66][C@@H:65]1[OH:114])=[O:63] |f:0.1.2,5.6.7|. Procedure details: 8 (0.50 g, 0.37 mmol) was treated with 1% of 1,8-Diazabicyclo[5.4.0]undec-7-en (DBU) in Tetrahydrofuran (THF) (10 mL) for 45 seconds at room temperature and the product was precipitated by 1 M HCl in diethyl ether (500 mL). Then it was purified on a silica gel column using chloroform/methanol (7:1) to afford 9 (350 mg, 84%) as a white powder. ESI-MS (5 kV, MeOH): m/z (%)=1116.1 (100) [M+H]+; HPLC (230 nm): >95%.